This data is from the Open Reaction Database (ORD), a public repository of structured organic reaction records. The task is: describe an organic reaction: reactants, conditions, products, and yield Reactants: [Cl-].[Na+] (sodium chloride), CO (methanol), [H-].[Na+] (sodium hydride), C(=O)ON=C(C1=C(C=C(C=C1)Cl)Cl)C1CCN(CC1)C=O (1-formyl-4-(2,4-dichlorobenzoyl)piperidine O-formyl oxime). The solvent is O1CCCC1 (tetrahydrofuran), O (water), O1CCCC1 (tetrahydrofuran), CN(C=O)C (dimethylformamide). Reaction conditions: time 16 hour. Yields the product C(=O)N1CCC(CC1)C1=NOC2=C1C=CC(=C2)Cl (3-(1-Formyl-4-piperidyl)-6-chloro-1,2-benzisoxazole). Yield: 80.8%. RXN SMILES: [H-].[Na+].C([O:5][N:6]=[C:7]([CH:16]1[CH2:21][CH2:20][N:19]([CH:22]=[O:23])[CH2:18][CH2:17]1)[C:8]1[CH:13]=[CH:12][C:11]([Cl:14])=[CH:10][C:9]=1Cl)=O.CO.[Cl-].[Na+]>O1CCCC1.CN(C)C=O.O>[CH:22]([N:19]1[CH2:20][CH2:21][CH:16]([C:7]2[C:8]3[CH:13]=[CH:12][C:11]([Cl:14])=[CH:10][C:9]=3[O:5][N:6]=2)[CH2:17][CH2:18]1)=[O:23] |f:0.1,4.5|. Procedure: To a stirred suspension of 1.25 g of sodium hydride (prepared from 2.5 g 50% oil dispersion) in 100 ml of tetrahydrofuran was added, over 20 mins, a solution of 10 g of 1-formyl-4-(2,4-dichlorobenzoyl)piperidine O-formyl oxime in 60 ml of dimethylformamide and 40 ml of tetrahydrofuran. The stirred mixture was heated to 80°-90° (oil bath temperature) for 5 hrs and after standing at 20° for 16 hrs, 10 ml of methanol and 20 ml of water were added. The reaction mixture was added to about 1.2 l of sa... The reactants are COC(=O)CC1CCc2cc(Br)cc3[nH]c(=O)c(=O)n1c23, CN(C)P(=O)(N(C)C)N(C)C, [Cl-], [I-], [I-], [K+], [NH4+]. Product: COC(=O)CC1CCc2cc(I)cc3[nH]c(=O)c(=O)n1c23. RXN SMILES: [Br:1][c:2]1[cH:3][c:4]2[c:5]3[n:6]([c:7](=[O:13])[c:8](=[O:12])[nH:9][c:10]3[cH:11]1)[CH:14]([CH2:17][C:18](=[O:19])[O:20][CH3:21])[CH2:15][CH2:16]2.[CH3:27][N:28]([CH3:29])[P:30](=[O:31])([N:32]([CH3:33])[CH3:34])[N:35]([CH3:36])[CH3:37].[Cl-:25].[I-:23].[I-:24].[K+:22].[NH4+:26]>>[c:2]1([I:23])[cH:3][c:4]2[c:5]3[n:6]([c:7](=[O:13])[c:8](=[O:12])[nH:9][c:10]3[cH:11]1)[CH:14]([CH2:17][C:18](=[O:19])[O:20][CH3:21])[CH2:15][CH2:16]2. The reactants are ClC1=CC2=C(C(OC(N2)=O)(C)C)C=C1OCCCCSC1=CC=C(C=C1)C (7-chloro-6-[4-(4-methyl-phenylmercapto)-butoxy]-4,4-dimethyl-4H-3,1-benzoxazin-2-one), OO (hydrogen peroxide). Product: ClC1=CC2=C(C(OC(N2)=O)(C)C)C=C1OCCCCS(=O)C1=CC=C(C=C1)C (7-Chloro-6-[4-(4-methyl-phenylsulfinyl)-butoxy]-4,4-dimethyl-4H-3,1-benzoxazin-2-one). RXN SMILES: [Cl:1][C:2]1[C:14]([O:15][CH2:16][CH2:17][CH2:18][CH2:19][S:20][C:21]2[CH:26]=[CH:25][C:24]([CH3:27])=[CH:23][CH:22]=2)=[CH:13][C:5]2[C:6]([CH3:12])([CH3:11])[O:7][C:8](=[O:10])[NH:9][C:4]=2[CH:3]=1.[OH:28]O>>[Cl:1][C:2]1[C:14]([O:15][CH2:16][CH2:17][CH2:18][CH2:19][S:20]([C:21]2[CH:26]=[CH:25][C:24]([CH3:27])=[CH:23][CH:22]=2)=[O:28])=[CH:13][C:5]2[C:6]([CH3:12])([CH3:11])[O:7][C:8](=[O:10])[NH:9][C:4]=2[CH:3]=1. Reported procedure: Prepared analogously to Example 2 from 7-chloro-6-[4-(4-methyl-phenylmercapto)-butoxy]-4,4-dimethyl-4H-3,1-benzoxazin-2-one and hydrogen peroxide.